Dataset: the Open Reaction Database (ORD), a public repository of structured organic reaction records. Task: describe an organic reaction: reactants, conditions, products, and yield The reactants are C(C1=CC=CC=C1)OC(=O)N1CCC(CC1)NS(=O)(=O)C1=CC=C(C=C1)[N+](=O)[O-] (4-(4-Nitro-benzenesulfonylamino)-piperidine-1-carboxylic acid benzyl ester), C(C)O (ethanol), [Cl-].[NH4+] (ammonium chloride). Reagents/catalysts: [Fe] (iron). Solvent: O (water). Reaction conditions: temperature 80 celsius. The product is C(C1=CC=CC=C1)OC(=O)N1CCC(CC1)NS(=O)(=O)C1=CC=C(C=C1)N (4-(4-Amino-benzenesulfonylamino)-piperidine-1-carboxylic acid benzyl ester). Isolated yield 107.0%. As a reaction SMILES: [CH2:1]([O:8][C:9]([N:11]1[CH2:16][CH2:15][CH:14]([NH:17][S:18]([C:21]2[CH:26]=[CH:25][C:24]([N+:27]([O-])=O)=[CH:23][CH:22]=2)(=[O:20])=[O:19])[CH2:13][CH2:12]1)=[O:10])[C:2]1[CH:7]=[CH:6][CH:5]=[CH:4][CH:3]=1.C(O)C.[Cl-].[NH4+]>[Fe].O>[CH2:1]([O:8][C:9]([N:11]1[CH2:16][CH2:15][CH:14]([NH:17][S:18]([C:21]2[CH:26]=[CH:25][C:24]([NH2:27])=[CH:23][CH:22]=2)(=[O:20])=[O:19])[CH2:13][CH2:12]1)=[O:10])[C:2]1[CH:7]=[CH:6][CH:5]=[CH:4][CH:3]=1 |f:2.3|. Reported procedure: 4-(4-Nitro-benzenesulfonylamino)-piperidine-1-carboxylic acid benzyl ester (0.98 g, 2.4 mmol) was suspended in a 5:1 mixture of ethanol and water (30 ml). To this solution was added iron powder (0.34 g, 6.1 mmol) followed by saturated ammonium chloride solution (1 ml) and the mixture was heated to 80° C. for three hours. After this time, the reaction mixture was cooled to room temperature and filtered through a pad of celite, the celite was washed with ethanol (10 ml) and ethyl acetate (50 ml) a... Product: CC(=O)Nc1cccc(C(=O)CBr)n1. Reactants: Br, Br, CC(=O)O, O=C([O-])[O-], CC(=O)Nc1cccc(C(C)=O)n1, CC(=O)O, CCOC(C)=O, [K+], [K+], O. RXN SMILES: [Br:1].[BrH:19].[C:15]([OH:16])(=[O:17])[CH3:18].[C:20](=[O:21])([O-:22])[O-:23].[C:2]([CH3:3])(=[O:4])[c:5]1[n:6][c:7]([NH:11][C:12]([CH3:13])=[O:14])[cH:8][cH:9][cH:10]1.[CH3:26][C:27](=[O:28])[OH:29].[CH3:31][CH2:32][O:33][C:34](=[O:35])[CH3:36].[K+:24].[K+:25].[OH2:30]>>[C:2]([CH2:3][Br:19])(=[O:4])[c:5]1[n:6][c:7]([NH:11][C:12]([CH3:13])=[O:14])[cH:8][cH:9][cH:10]1. Reactants: [BH4-].[Na+] (Sodium borohydride), C(C)(=O)C1=CC=NC=C1 (4-acetylpyridine). Run in C(C)O (ethanol). Conditions: time 4 hour. Product: N1=CC=C(C=C1)C(C)O (1-(4-pyridyl)ethanol). The yield is 98.3%. RXN SMILES: [BH4-].[Na+].[C:3]([C:6]1[CH:11]=[CH:10][N:9]=[CH:8][CH:7]=1)(=[O:5])[CH3:4]>C(O)C>[N:9]1[CH:10]=[CH:11][C:6]([CH:3]([OH:5])[CH3:4])=[CH:7][CH:8]=1 |f:0.1|. Procedure details: Sodium borohydride (310.0 mg; 8.25 mmol) was added portionwise to a cooled (0° C.) solution of 4-acetylpyridine (500.0 mg; 4.13 mmol) in ethanol under argon atmosphere. The reaction mixture was slowly warmed to room temperature, stirred for 4 hours. Quenched with water and solvent removed. Extracted with dichloromethane, washed with water, brine, dried and solvent removed to yield 500 milligrams of 1-(4-pyridyl)ethanol. The reactants are O=c1[nH]cc(Br)c2occc12, CC(Cl)Cl, [Na+], [OH-], O, O=P(Br)(Br)Br. The product is Brc1ncc(Br)c2occc12. RXN SMILES: [Br:1][c:2]1[c:3]2[c:4]([c:5](=[O:8])[nH:6][cH:7]1)[cH:9][cH:10][o:11]2.[Cl:12][CH:13]([Cl:14])[CH3:15].[Na+:22].[OH-:21].[OH2:23].[P:16]([Br:17])([Br:18])([Br:19])=[O:20]>>[Br:1][c:2]1[c:3]2[c:4]([c:5]([Br:18])[n:6][cH:7]1)[cH:9][cH:10][o:11]2. Reactants: C1CCOC1, CCOC(=O)C1CCc2ccc(S(C)(=O)=O)cc2O1, CCOC(C)=O, Cl. Product: CS(=O)(=O)c1ccc2c(c1)OC(CO)CC2. RXN SMILES: [CH2:20]1[O:21][CH2:22][CH2:23][CH2:24]1.[CH3:1][S:2](=[O:3])(=[O:4])[c:5]1[cH:6][cH:7][c:8]2[c:13]([cH:14]1)[O:12][CH:11]([C:15](=[O:16])[O:17][CH2:18][CH3:19])[CH2:10][CH2:9]2.[CH3:26][CH2:27][O:28][C:29]([CH3:30])=[O:31].[ClH:25]>>[CH3:1][S:2](=[O:3])(=[O:4])[c:5]1[cH:6][cH:7][c:8]2[c:13]([cH:14]1)[O:12][CH:11]([CH2:15][OH:16])[CH2:10][CH2:9]2. Reactants: compound, ClC=1C2=C(N=CN1)C=CC(=N2)Cl (4,6-dichloro-pyrido[3,2-d]pyrimidine), NC=1NC(=NN1)S (5-amino-3-mercapto-4H-[1,2,4]triazole), NC1=NN(C=C1)C (3-amino-1-methyl-1H-pyrazole). Yields the product NC=1NC(=NN1)SC=1C=CC=2N=CN=C(C2N1)NC1=NN(C=C1)C (6-[(5-Amino-4H-1,2,4-triazol-3-yl)sulfanyl]-N-(1-methyl-1H-pyrazol-3-yl)pyrido[3,2-d]pyrimidin-4-yl-amine). Reaction SMILES: [NH2:1][C:2]1[NH:3][C:4]([SH:7])=[N:5][N:6]=1.[NH2:8][C:9]1[CH:13]=[CH:12][N:11]([CH3:14])[N:10]=1.Cl[C:16]1[C:17]2[N:25]=[C:24](Cl)[CH:23]=[CH:22][C:18]=2[N:19]=[CH:20][N:21]=1>>[NH2:1][C:2]1[NH:3][C:4]([S:7][C:24]2[CH:23]=[CH:22][C:18]3[N:19]=[CH:20][N:21]=[C:16]([NH:8][C:9]4[CH:13]=[CH:12][N:11]([CH3:14])[N:10]=4)[C:17]=3[N:25]=2)=[N:5][N:6]=1. Procedure: The compound of Example 63 was manufactured by the same method as in Example 31, by a similar method thereto or by a combination of such a method with a conventional method using 5-amino-3-mercapto-4H-[1,2,4]triazole, 3-amino-1-methyl-1H-pyrazole and 4,6-dichloro-pyrido[3,2-d]pyrimidine. Reactants: CC(=O)Br, CCCCC(NC(=O)C(C)NC(=O)C(NC(=O)c1ccccc1)C(C)C)C(=O)O, O=C(O)c1ccccc1. The product is CC(=O)OC(=O)c1ccccc1, CCCCC(NC(=O)C(C)NC(=O)C(NC(=O)c1ccccc1)C(C)C)C(=O)O. As a reaction SMILES: [Br:1][C:2](=[O:3])[CH3:4].[C:5]([c:6]1[cH:7][cH:8][cH:9][cH:10][cH:11]1)(=[O:12])[NH:13][CH:14]([CH:15]([CH3:16])[CH3:17])[C:18](=[O:19])[NH:20][CH:21]([CH3:22])[C:23](=[O:24])[NH:25][CH:26]([CH2:27][CH2:28][CH2:29][CH3:30])[C:31](=[O:32])[OH:33].[OH:34][C:35](=[O:36])[c:37]1[cH:38][cH:39][cH:40][cH:41][cH:42]1>>[C:2](=[O:3])([CH3:4])[O:34][C:35](=[O:36])[c:37]1[cH:38][cH:39][cH:40][cH:41][cH:42]1.[C:5]([c:6]1[cH:7][cH:8][cH:9][cH:10][cH:11]1)(=[O:12])[NH:13][CH:14]([CH:15]([CH3:16])[CH3:17])[C:18](=[O:19])[NH:20][CH:21]([CH3:22])[C:23](=[O:24])[NH:25][CH:26]([CH2:27][CH2:28][CH2:29][CH3:30])[C:31](=[O:32])[OH:33].